This data is from the Open Reaction Database (ORD), a public repository of structured organic reaction records. The task is: describe an organic reaction: reactants, conditions, products, and yield The reactants are product, COC=1C=C(C=C(C1)OC)C1=CC2=C(N=C(N=C2)S(=O)C)N(C1=O)CC (6-(3,5-dimethoxy-phenyl)-8-ethyl-2-methanesulfinyl-8H-pyrido[2,3-d]pyrimidin-7-one), NC1=CC=NC=C1 (4-aminopyridine). Conditions: temperature 20 celsius, time 5 minute. Product: COC=1C=C(C=C(C1)OC)C1=CC2=C(N=C(N=C2)NC2=CC=NC=C2)N(C1=O)CC (6-(3,5-Dimethoxy-phenyl)-8-ethyl-2-(pyridin-4-ylamino)-8H-pyrido[2,3-d]pyrimidin-7-one). Yield: 2.6%. As a reaction SMILES: [CH3:1][O:2][C:3]1[CH:4]=[C:5]([C:11]2[C:23](=[O:24])[N:22]([CH2:25][CH3:26])[C:14]3[N:15]=[C:16](S(C)=O)[N:17]=[CH:18][C:13]=3[CH:12]=2)[CH:6]=[C:7]([O:9][CH3:10])[CH:8]=1.[NH2:27][C:28]1[CH:33]=[CH:32][N:31]=[CH:30][CH:29]=1>>[CH3:1][O:2][C:3]1[CH:4]=[C:5]([C:11]2[C:23](=[O:24])[N:22]([CH2:25][CH3:26])[C:14]3[N:15]=[C:16]([NH:27][C:28]4[CH:33]=[CH:32][N:31]=[CH:30][CH:29]=4)[N:17]=[CH:18][C:13]=3[CH:12]=2)[CH:6]=[C:7]([O:9][CH3:10])[CH:8]=1. Procedure details: A mixture of the product of Example 7, 6-(3,5-dimethoxy-phenyl)-8-ethyl-2-methanesulfinyl-8H-pyrido[2,3-d]pyrimidin-7-one (0.280 g, 10.75 mmol), and 4-aminopyridine (0.5 g, 15.3 mmol) was placed in a small round bottom flask and immersed in an oil bath at 180° C. for 5 minutes with stirring. The reaction mixture was cooled to 20° C. and the mixture triturated with water (10 mL). The insoluble product was filtered and dried in air on the filter. The crude product was purified by column chromatogr... Reactants: C1(=CC(=CC(=C1)S(=O)(=O)[O-])C)C.[Na+] (sodium 5-m-xylene sulfonate), resultant mixture, [NH2-].[Na+] (sodium amide), N (ammonia). Solvent: liquid. Product: CC1=CC(=C(C=C1)N)C (m-xylidine). Isolated yield 84.4%. As a reaction SMILES: [C:1]1([CH3:12])[CH:6]=[C:5](S([O-])(=O)=O)[CH:4]=[C:3]([CH3:11])[CH:2]=1.[Na+].[NH2-:14].[Na+].N>>[CH3:12][C:1]1[CH:6]=[CH:5][C:4]([NH2:14])=[C:3]([CH3:11])[CH:2]=1 |f:0.1,2.3|. Procedure details: In a 200-ml autoclave were placed 22.9 grams (0.11 mole) of anhydrous sodium 5-m-xylene sulfonate, 9.7 grams (0.24 mole) of sodium amide and 80 ml of liquid ammonia in the same manner as in Example 1. The resultant mixture was heated at 150° C for 5 hours. The reaction pressure in the autoclave was 135 atm. during the reaction. After the ammonia was removed, 20 ml of water was added to the reaction mixture for hydrolysis. Thereafter the product was treated in the same manner as in Example 1, whe... The reactants are S(O)(O)(=O)=O (sulphuric acid), [Mg] (magnesium), CC(=O)C (acetone), C(C)(C)Cl (isopropyl chloride), BrCCBr (1,2-dibromoethane), FC1=CC=C(C=C1)CC(=O)O (p-fluorophenylacetic acid). Run in O1CCCC1 (tetrahydrofuran), O1CCCC1 (tetrahydrofuran), O1CCCC1 (tetrahydrofuran). Yields the product FC1=CC=C(C=C1)C(C(=O)O)C(C)(C)O (2-(p-fluorophenyl)-3-hydroxy-3-methylbutyric acid). Isolated yield 109.6%. Reaction SMILES: [Mg].BrCCBr.C(Cl)(C)C.[F:10][C:11]1[CH:16]=[CH:15][C:14]([CH2:17][C:18]([OH:20])=[O:19])=[CH:13][CH:12]=1.[CH3:21][C:22]([CH3:24])=[O:23].S(=O)(=O)(O)O>O1CCCC1>[F:10][C:11]1[CH:12]=[CH:13][C:14]([CH:17]([C:22]([OH:23])([CH3:24])[CH3:21])[C:18]([OH:20])=[O:19])=[CH:15][CH:16]=1. Procedure: 24.3 g (1.00 mol) of magnesium shavings were suspended in 50 ml of tetrahydrofuran under argon and while stirring in a 1.5 l four-necked sulphonation flask fitted with a reflux condenser, mechanical stirrer, 500 ml dropping funnel, thermometer and a device for inert gasification. After the dropwise addition of 0.5 ml of 1,2-dibromoethane, a solution of 86.4 g (1.10 mol) of isopropyl chloride in 225 ml of tetrahydrofuran was added dropwise within 90 minutes, with the reaction temperature being he... The reactants are C=C(C)c1cc2c(s1)Oc1ccccc1NC2=O, [H][H], C1COCCO1. Yields the product CC(C)c1cc2c(s1)Oc1ccccc1NC2=O. As a reaction SMILES: [C:1](=[CH2:2])([CH3:3])[c:4]1[cH:5][c:6]2[c:7]([s:18]1)[O:8][c:9]1[c:10]([cH:14][cH:15][cH:16][cH:17]1)[NH:11][C:12]2=[O:13].[H:19][H:20].[O:21]1[CH2:22][CH2:23][O:24][CH2:25][CH2:26]1>>[CH:1]([CH3:2])([CH3:3])[c:4]1[cH:5][c:6]2[c:7]([s:18]1)[O:8][c:9]1[c:10]([cH:14][cH:15][cH:16][cH:17]1)[NH:11][C:12]2=[O:13]. Starting materials: FC(C(F)F)(SC1=CC=C(NC(C)=O)C=C1)F (p-(1,1,2,2-tetrafluoroethylthio)acetanilide), Cl (hydrochloric acid). Run in O (water). The product is FC(C(F)F)(SC1=CC=C(N)C=C1)F (4-(1,1,2,2-tetrafluoroethylthio)aniline), hydrochloride salt. RXN SMILES: [F:1][C:2]([F:17])([S:6][C:7]1[CH:16]=[CH:15][C:10]([NH:11]C(=O)C)=[CH:9][CH:8]=1)[CH:3]([F:5])[F:4].Cl>O>[F:17][C:2]([F:1])([S:6][C:7]1[CH:16]=[CH:15][C:10]([NH2:11])=[CH:9][CH:8]=1)[CH:3]([F:5])[F:4]. Procedure: A mixture of 5 g of XI and 40 ml of 6 N hydrochloric acid was heated under reflux for 4 hours. The mixture was diluted with 200 ml of water and filtered. The filtrate was concentrated to dryness and the solid residue was triturated with ether and filtered to give 4-(1,1,2,2-tetrafluoroethylthio)aniline (XII) as a hydrochloride salt. The reactants are [H-].[Al+3].[Li+].[H-].[H-].[H-] (Lithium aluminum hydride), C(C)(C)(C)OC(CC(C(=O)N(C)OC)NC(=O)OCC1C2=CC=CC=C2C=2C=CC=CC12)=O (3-(9H-Fluoren-9-ylmethoxycarbonylamino)-N-methoxy-N-methyl-succinamic acid tert-butyl ester), OS(=O)(=O)[O-].[K+] (KHSO4). Run in C(C)OCC (ethyl ether), C(C)OCC (Ethyl ether). Run at time 1 hour. Yields the product C(C)(C)(C)OC(CC(C=O)NC(=O)OCC1C2=CC=CC=C2C=2C=CC=CC12)=O (3-(9H-Fluoren-9-ylmethoxycarbonylamino)-4-oxo-butyric acid tert-butyl ester). Isolated yield 54.9%. Reaction SMILES: [C:1]([O:5][C:6](=[O:33])[CH2:7][CH:8]([NH:15][C:16]([O:18][CH2:19][CH:20]1[C:32]2[CH:31]=[CH:30][CH:29]=[CH:28][C:27]=2[C:26]2[C:21]1=[CH:22][CH:23]=[CH:24][CH:25]=2)=[O:17])[C:9](N(OC)C)=[O:10])([CH3:4])([CH3:3])[CH3:2].[H-].[Al+3].[Li+].[H-].[H-].[H-].OS([O-])(=O)=O.[K+]>C(OCC)C>[C:1]([O:5][C:6](=[O:33])[CH2:7][CH:8]([NH:15][C:16]([O:18][CH2:19][CH:20]1[C:32]2[CH:31]=[CH:30][CH:29]=[CH:28][C:27]=2[C:26]2[C:21]1=[CH:22][CH:23]=[CH:24][CH:25]=2)=[O:17])[CH:9]=[O:10])([CH3:4])([CH3:2])[CH3:3] |f:1.2.3.4.5.6,7.8|. Procedure: To a suspension of 3-(9H-Fluoren-9-ylmethoxycarbonylamino)-N-methoxy-N-methyl-succinamic acid tert-butyl ester (4.57 g, 10.04 mmol) in Ethyl ether (30 mL) at −5° C. was added dropwise 0.5 equiv of 1.0M Lithium aluminum hydride (LAH) in ethyl ether (5.02 mL, 5.02 mmol). After stirring at −5° C. to room temperature for 1 hr, the reaction mixture was treated with 5% KHSO4 (200 mL), stirred for 5 min and then partitioned between EtOAc/water. The organic phase was washed with saturated NaCl solution ... Reactants: C(C)(=O)OC(C)=O (Acetic anhydride), BrC1=C(N)C=C(C=C1)[N+](=O)[O-] (2-bromo-5-nitroaniline), O (water). Reported procedure: Acetic anhydride (1.4 mL, 13.8 mmol) was added dropwise to a stirring solution of 2-bromo-5-nitroaniline (3 g, 13.8 mmol) in glacial acetic acid (30 mL) at 25° C. The reaction mixture was stirred at room temperature overnight, and then poured into water. The precipitate was collected via filtration, washed with water and dried under vacuum to provide N-(2-bromo-5-nitrophenyl)acetamide as an off white solid (3.6 g, 90%). The solvent is C(C)(=O)O (acetic acid). Isolated yield 90.0%. Run at time 8 hour. RXN SMILES: C(O[C:5](=[O:7])[CH3:6])(=O)C.[Br:8][C:9]1[CH:15]=[CH:14][C:13]([N+:16]([O-:18])=[O:17])=[CH:12][C:10]=1[NH2:11].O>C(O)(=O)C>[Br:8][C:9]1[CH:15]=[CH:14][C:13]([N+:16]([O-:18])=[O:17])=[CH:12][C:10]=1[NH:11][C:5](=[O:7])[CH3:6]. The product is BrC1=C(C=C(C=C1)[N+](=O)[O-])NC(C)=O (N-(2-bromo-5-nitrophenyl)acetamide), solid. The reactants are OC1=NC=NC2=CC=C(C=C12)I (4-Hydroxy-6-iodoquinazoline), C1(=CC=CC=C1)P(CCCP(C1=CC=CC=C1)C1=CC=CC=C1)C1=CC=CC=C1 (1,3-bis(diphenylphosphino)propane), [C]=O (carbon monoxide), C(CC(O)(C(=O)O)CC(=O)O)(=O)O (citric acid), [C]=O (carbon monoxide). Reagents/catalysts: C(C)(=O)[O-].[Pd+2].C(C)(=O)[O-] (palladium (II) acetate). Run in CN(C=O)C (N,N-dimethylformamide), C(C)N(CC)CC (triethylamine), CO (methanol). The product is COC(=O)C=1C=C2C(=NC=NC2=CC1)O (4-hydroxyquinazoline-6-carboxylic acid methyl ester). RXN SMILES: [OH:1][C:2]1[C:11]2[C:6](=[CH:7][CH:8]=[C:9](I)[CH:10]=2)[N:5]=[CH:4][N:3]=1.[C:13]1(P(C2C=CC=CC=2)CCCP(C2C=CC=CC=2)C2C=CC=CC=2)C=CC=CC=1.[C]=O.[C:44]([OH:56])(=[O:55])CC(CC(O)=O)(C(O)=O)O>CN(C)C=O.C([O-])(=O)C.[Pd+2].C([O-])(=O)C.C(N(CC)CC)C.CO>[CH3:13][O:56][C:44]([C:9]1[CH:10]=[C:11]2[C:6](=[CH:7][CH:8]=1)[N:5]=[CH:4][N:3]=[C:2]2[OH:1])=[O:55] |f:5.6.7,^3:41|. Reported procedure: 4-Hydroxy-6-iodoquinazoline (250 mg), a catalytic amount of palladium (II) acetate and 1,3-bis(diphenylphosphino)propane were dissolved in N,N-dimethylformamide (3.8 ml) and methanol (1.5 ml) and 1.5 ml of triethylamine was added. After the interior of a reaction vessel was sufficiently replaced with a carbon monoxide gas, a reaction was performed at 80° C. for 20 hours under the carbon monoxide atmosphere. After completion of the reaction, the reaction mixture was poured into 10% aqueous citric... RXN SMILES: Br[C:2]1[N:3]=[C:4]2[CH:10]=[CH:9][N:8]([S:11]([C:14]3[CH:20]=[CH:19][C:17]([CH3:18])=[CH:16][CH:15]=3)(=[O:13])=[O:12])[C:5]2=[N:6][CH:7]=1.[CH:21](/B(O)O)=[CH:22]\[C:23]1[CH:28]=[CH:27][CH:26]=[CH:25][CH:24]=1.C([O-])([O-])=O.[Na+].[Na+].O>C1COCC1.C1C=CC(P(C2C=CC=CC=2)[C-]2C=CC=C2)=CC=1.C1C=CC(P(C2C=CC=CC=2)[C-]2C=CC=C2)=CC=1.Cl[Pd]Cl.[Fe+2].C(Cl)Cl>[CH:21](/[C:2]1[N:3]=[C:4]2[CH:10]=[CH:9][N:8]([S:11]([C:14]3[CH:20]=[CH:19][C:17]([CH3:18])=[CH:16][CH:15]=3)(=[O:13])=[O:12])[C:5]2=[N:6][CH:7]=1)=[CH:22]\[C:23]1[CH:28]=[CH:27][CH:26]=[CH:25][CH:24]=1 |f:2.3.4,7.8.9.10.11|. Procedure details: To a solution of 2-bromo-5-tosyl-5H-pyrrolo[2,3-b]pyrazine (75 g, 213 mmol), PdCl2(dppf)-CH2Cl2 adduct (8.69 g, 10.6 mmol) and (E)-styrylboronic acid (39.4 g, 266 mmol) in THF (600 mL) was added Na2CO3 (27.1 g, 256 mmol) and water (300 mL). The reaction mixture was degassed with nitrogen for about 45 min. The reaction mixture was heated to about 65° C. for about 16 h then PdCl2 (dppf)-CH2Cl2 adduct (3.50 g, 4.29 mmol) was added. After about 18 h, the reaction was cooled to ambient temperature. T... Reaction conditions: temperature 65 celsius, time 18 hour. Starting materials: PdCl2 (dppf)-CH2Cl2, BrC=1N=C2C(=NC1)N(C=C2)S(=O)(=O)C2=CC=C(C)C=C2 (2-bromo-5-tosyl-5H-pyrrolo[2,3-b]pyrazine), C(=C\C1=CC=CC=C1)/B(O)O ((E)-styrylboronic acid), C(=O)([O-])[O-].[Na+].[Na+] (Na2CO3), O (water). Reagents/catalysts: C1=CC=C(C=C1)P([C-]2C=CC=C2)C3=CC=CC=C3.C1=CC=C(C=C1)P([C-]2C=CC=C2)C3=CC=CC=C3.Cl[Pd]Cl.[Fe+2].C(Cl)Cl (PdCl2(dppf) CH2Cl2). The yield is 90.9%. The solvent is C1CCOC1 (THF). Yields the product C(=C\C1=CC=CC=C1)/C=1N=C2C(=NC1)N(C=C2)S(=O)(=O)C2=CC=C(C)C=C2 ((E)-2-styryl-5-tosyl-5H-pyrrolo[2,3-b]pyrazine).